This data is from the Open Reaction Database (ORD), a public repository of structured organic reaction records. The task is: describe an organic reaction: reactants, conditions, products, and yield Starting materials: C(C)OC(C[C@H](C1=CC=CC=C1)NC1=C(C(=NC(=C1)C)Cl)[N+](=O)[O-])=O ((R)-3-(2-chloro-6-methyl-3-nitro-pyridin-4-ylamino)-3-phenyl-propionic acid ethyl ester). Reagents/catalysts: [Pd] (Pd/C). Run in CO (MeOH), CO (MeOH). Run at time 3 hour. Product: C(C)OC(C[C@H](C1=CC=CC=C1)NC1=CC(=NC=C1N)C)=O ((R)-3-(5-Amino-2-methyl-pyridin-4-ylamino)-3-phenyl-propionic acid ethyl ester). Isolated yield 110.1%. Reaction SMILES: [CH2:1]([O:3][C:4](=[O:25])[CH2:5][C@@H:6]([NH:13][C:14]1[CH:19]=[C:18]([CH3:20])[N:17]=[C:16](Cl)[C:15]=1[N+:22]([O-])=O)[C:7]1[CH:12]=[CH:11][CH:10]=[CH:9][CH:8]=1)[CH3:2]>CO.[Pd]>[CH2:1]([O:3][C:4](=[O:25])[CH2:5][C@@H:6]([NH:13][C:14]1[C:15]([NH2:22])=[CH:16][N:17]=[C:18]([CH3:20])[CH:19]=1)[C:7]1[CH:8]=[CH:9][CH:10]=[CH:11][CH:12]=1)[CH3:2]. Procedure details: To a solution of (R)-3-(2-chloro-6-methyl-3-nitro-pyridin-4-ylamino)-3-phenyl-propionic acid ethyl ester (650 mg, 1.79 mmol) in MeOH (20 ml) was added slurry of Pd/C (500 mg) in MeOH (2 mL). The reaction mixture was degassed using house vacuum. The flask was saturated with H2 and stirred under a H2 balloon for 3 hours. When the reaction was complete, the mixture was filtered through a pad of celite and the filtrate was concentrated to afford 590 mg (100%) of the title compound. The resulting lig...